From a dataset of the Open Reaction Database (ORD), a public repository of structured organic reaction records. describe an organic reaction: reactants, conditions, products, and yield The reactants are BrC=1C(=NC(=NC1)Cl)Cl (5-bromo-2,4-dichloropyrimidine), C(C)(C)[Mg]Cl (isopropyl magnesium chloride), BrC1=CC=CC(=N1)C=O (6-bromopicolinaldehyde). Solvent: C1CCOC1 (THF), C1CCOC1 (THF). Run at temperature -30 celsius, time 20 minute. Yields the product BrC1=CC=CC(=N1)C(O)C=1C(=NC(=NC1)Cl)Cl ((6-bromo-pyridin-2-yl)-(2,4-dichloro-pyrimidin-5-yl)-methanol). Reaction SMILES: Br[C:2]1[C:3]([Cl:9])=[N:4][C:5]([Cl:8])=[N:6][CH:7]=1.C([Mg]Cl)(C)C.[Br:15][C:16]1[N:21]=[C:20]([CH:22]=[O:23])[CH:19]=[CH:18][CH:17]=1>C1COCC1>[Br:15][C:16]1[N:21]=[C:20]([CH:22]([C:2]2[C:3]([Cl:9])=[N:4][C:5]([Cl:8])=[N:6][CH:7]=2)[OH:23])[CH:19]=[CH:18][CH:17]=1. Reported procedure: To a stirred solution of 5-bromo-2,4-dichloropyrimidine (11.4 g, 50 mmol) in THF (200 mL) at −30° C., was added dropwise isopropyl magnesium chloride (25 mL, 2 M in THF, 50 mmol) and the mixture was stirred at −30° C. for 20 minutes. Then a solution of 6-bromopicolinaldehyde (9.3 g, 50 mmol) in THF (10 mL) was added and the mixture was warmed to 0° C. and stirred for another 40 minutes. The reaction was quenched by adding saturated aqueous NH4Cl solution and the resulting mixture was extracted w... Reactants: CCn1cc(C(=O)NCc2ccc(Cl)cc2)c(=O)c2cc(C#CCO)sc21, O=C1CCC(=O)O1, c1ccncc1. Product: CCn1cc(C(=O)NCc2ccc(Cl)cc2)c(=O)c2cc(C#CCOC(=O)CCC(=O)O)sc21. As a reaction SMILES: [Cl:1][c:2]1[cH:3][cH:4][c:5]([CH2:6][NH:7][C:8](=[O:9])[c:10]2[c:11](=[O:25])[c:12]3[c:13]([n:14]([CH2:16][CH3:17])[cH:15]2)[s:18][c:19]([C:21]#[C:22][CH2:23][OH:24])[cH:20]3)[cH:26][cH:27]1.[O:28]=[C:29]1[CH2:30][CH2:31][C:32](=[O:33])[O:34]1.[cH:35]1[cH:36][cH:37][n:38][cH:39][cH:40]1>>[Cl:1][c:2]1[cH:3][cH:4][c:5]([CH2:6][NH:7][C:8](=[O:9])[c:10]2[c:11](=[O:25])[c:12]3[c:13]([n:14]([CH2:16][CH3:17])[cH:15]2)[s:18][c:19]([C:21]#[C:22][CH2:23][O:24][C:32]([CH2:31][CH2:30][C:29](=[O:28])[OH:34])=[O:33])[cH:20]3)[cH:26][cH:27]1. Reactants: FC=1C=NC=CC1C=1OC2=C(N1)C=C(C=C2)C(F)(F)F (2-(3-fluoropyridin-4-yl)-5-(trifluoromethyl)benzoxazole), C([O-])([O-])=O.[K+].[K+] (potassium carbonate), Cl.CN (methylamine hydrochloride), CN(C)C=O (DMF), C([O-])([O-])=O.[K+].[K+] (potassium carbonate), Cl.CN (methylamine hydrochloride). Run in O (Water). Reaction conditions: temperature 60 celsius. Product: CNC=1C=NC=CC1C=1OC2=C(N1)C=C(C=C2)C(F)(F)F (methyl-[4-(5-trifluoromethylbenzoxazole-2-yl)pyridin-3-yl]amine). Reaction SMILES: F[C:2]1[CH:3]=[N:4][CH:5]=[CH:6][C:7]=1[C:8]1[O:9][C:10]2[CH:16]=[CH:15][C:14]([C:17]([F:20])([F:19])[F:18])=[CH:13][C:11]=2[N:12]=1.C(=O)([O-])[O-].[K+].[K+].Cl.CN.[CH3:30][N:31](C=O)C>O>[CH3:30][NH:31][C:2]1[CH:3]=[N:4][CH:5]=[CH:6][C:7]=1[C:8]1[O:9][C:10]2[CH:16]=[CH:15][C:14]([C:17]([F:20])([F:19])[F:18])=[CH:13][C:11]=2[N:12]=1 |f:1.2.3,4.5|. Reported procedure: A mixture of 0.28 g of 2-(3-fluoropyridin-4-yl)-5-(trifluoromethyl)benzoxazole, 0.55 g of potassium carbonate, 0.14 g of methylamine hydrochloride, and 3 ml of DMF was stirred while heating at 60° C. for three hours. To the mixture, 0.55 g of potassium carbonate and 0.14 g of methylamine hydrochloride were added, and the reaction mixture was stirred while heating for further two hours. Water was added to the reaction mixture, followed by extraction with ethyl acetate twice. The combined organic ... Reaction SMILES: [BH4-].[Na+].[F:3][C:4]([F:17])([F:16])[CH2:5][O:6][C:7]1[CH:14]=[CH:13][C:12]([Cl:15])=[CH:11][C:8]=1[CH:9]=[O:10]>C(O)C>[F:17][C:4]([F:3])([F:16])[CH2:5][O:6][C:7]1[CH:14]=[CH:13][C:12]([Cl:15])=[CH:11][C:8]=1[CH2:9][OH:10] |f:0.1|. Reported procedure: Sodium borohydride (200 mg, 5.3 mmol) was added to a solution of 2-(2,2,2-trifluoroethoxy)-5-chlorobenzaldehyde (2 g, 8.4 mmol) in ethanol at room temperature. After stirring for 1 hr, the solvent was removed under reduced pressure. Aqueous ammonium chloride was added to the residue to destroy excess hydride following which the mixture was extracted with ethyl acetate. The organic extracts were washed with brine and then dried over sodium sulfate. Concentration yielded the title compound as an o... Yields the product FC(COC1=C(CO)C=C(C=C1)Cl)(F)F (2-(2,2,2-Trifluoroethoxy)-5-chlorobenzyl alcohol). The reactants are [BH4-].[Na+] (Sodium borohydride), FC(COC1=C(C=O)C=C(C=C1)Cl)(F)F (2-(2,2,2-trifluoroethoxy)-5-chlorobenzaldehyde). Run at time 1 hour. Run in C(C)O (ethanol). Starting materials: ClC1=CC2=C(NC(=N2)[C@H](CCC(=O)N2[C@@H](CCC2)CNC(=O)OC(C)(C)C)NC(C2=CC(=C(C=C2)C(=O)N2CCCC2)C)=O)C=C1 (N-{(1S)-1-(5-chloro-1H-benzimidazol-2-yl)-3-[(2S)-2-tert-butoxycarbonylaminomethylpyrrolidin-1-ylcarbonyl]propyl}-3-methyl-4-(pyrrolidin-1-ylcarbonyl)benzamide), ClCl (chlorine), FC(C(=O)O)(F)F (trifluoroacetic acid), C29H35ClN6O5. Solvent: C(C)(=O)OCC (ethyl acetate). Yields the product ClC1=CC2=C(NC(=N2)[C@H](CCC(=O)N2[C@@H](CCC2)CN)NC(C2=CC(=C(C=C2)C(=O)N2CCCC2)C)=O)C=C1 (N-{(1S)-1-(5-chloro-1H-benzimidazol-2-yl)-3-[(2S)-2-aminomethylpyrrolidin-1-ylcarbonyl]propyl}-3-methyl-4-(pyrrolidin-1-ylcarbonyl)benzamide). The yield is 100.0%. RXN SMILES: [Cl:1][C:2]1[CH:46]=[CH:45][C:5]2[NH:6][C:7]([C@@H:9]([NH:28][C:29](=[O:44])[C:30]3[CH:35]=[CH:34][C:33]([C:36]([N:38]4[CH2:42][CH2:41][CH2:40][CH2:39]4)=[O:37])=[C:32]([CH3:43])[CH:31]=3)[CH2:10][CH2:11][C:12]([N:14]3[CH2:18][CH2:17][CH2:16][C@H:15]3[CH2:19][NH:20]C(OC(C)(C)C)=O)=[O:13])=[N:8][C:4]=2[CH:3]=1.FC(F)(F)C(O)=O.ClCl>C(OCC)(=O)C>[Cl:1][C:2]1[CH:46]=[CH:45][C:5]2[NH:6][C:7]([C@@H:9]([NH:28][C:29](=[O:44])[C:30]3[CH:35]=[CH:34][C:33]([C:36]([N:38]4[CH2:42][CH2:41][CH2:40][CH2:39]4)=[O:37])=[C:32]([CH3:43])[CH:31]=3)[CH2:10][CH2:11][C:12]([N:14]3[CH2:18][CH2:17][CH2:16][C@H:15]3[CH2:19][NH2:20])=[O:13])=[N:8][C:4]=2[CH:3]=1. Reported procedure: Prepared from N-{(1S)-1-(5-chloro-1H-benzimidazol-2-yl)-3-[(2S)-2-tert-butoxycarbonylaminomethylpyrrolidin-1-ylcarbonyl]propyl}-3-methyl-4-(pyrrolidin-1-ylcarbonyl)benzamide followed by treatment with trifluoroacetic acid analogously to Example 17. Yield: 100%; Rf value: <0.1 (silica gel; ethyl acetate); C29H35ClN6O5 (551.09); mass spectrum: (M+H)+=551/553 (chlorine isotope). Starting materials: NC1=CC2=C(C(=C(O2)C=2C=NC(=CC2)F)C(=O)NC)C=C1Br (6-amino-5-bromo-2-(6-fluoropyridin-3-yl)-N-methylbenzofuran-3-carboxamide), FC1=CC=C(C=C1)O (4-fluorophenol), C(=O)([O-])[O-].[K+].[K+] (K2CO3). Run in CN(C)C=O.C1CCOC1 (DMF THF). Run at temperature 90 celsius. The product is NC1=CC2=C(C(=C(O2)C=2C=NC(=CC2)OC2=CC=C(C=C2)F)C(=O)NC)C=C1Br (6-amino-5-bromo-2-(6-(4-fluorophenoxy)pyridin-3-yl)-N-methylbenzofuran-3-carboxamide). Isolated yield 59.1%. RXN SMILES: [NH2:1][C:2]1[C:21]([Br:22])=[CH:20][C:5]2[C:6]([C:16]([NH:18][CH3:19])=[O:17])=[C:7]([C:9]3[CH:10]=[N:11][C:12](F)=[CH:13][CH:14]=3)[O:8][C:4]=2[CH:3]=1.[F:23][C:24]1[CH:29]=[CH:28][C:27]([OH:30])=[CH:26][CH:25]=1.C([O-])([O-])=O.[K+].[K+]>CN(C=O)C.C1COCC1>[NH2:1][C:2]1[C:21]([Br:22])=[CH:20][C:5]2[C:6]([C:16]([NH:18][CH3:19])=[O:17])=[C:7]([C:9]3[CH:10]=[N:11][C:12]([O:30][C:27]4[CH:28]=[CH:29][C:24]([F:23])=[CH:25][CH:26]=4)=[CH:13][CH:14]=3)[O:8][C:4]=2[CH:3]=1 |f:2.3.4,5.6|. Procedure details: To a degassed solution of 6-amino-5-bromo-2-(6-fluoropyridin-3-yl)-N-methylbenzofuran-3-carboxamide (500 mg, 1.41 mmol) and 4-fluorophenol (460 mg, 5.21 mmol) in DMF/THF (1 mL/7 mL) was added K2CO3 (260 mg, 5.62 mmol) under N2. The mixture was heated at 90° C. for 8 h. The reaction mixture was concentrated in vacuo and it was extracted with EtOAc. It was washed with H2O, brine and dried over Na2SO4. After being concentrated, the residue was purified by column chromatography (PE:EA=4:1) to give t... The product is C(C)(=O)NC1=CC=C(C=C1)S(=O)CCCCOC=1C(=CC2=C(C(OC(N2)=O)(C)C)C1)[N+](=O)[O-] (6-[4-(4-Acetamido-phenylsulfinyl)-butoxy]-7-nitro-4,4-dimethyl-4H-3,1-benzoxazin-2-one). Reaction SMILES: [C:1]([NH:4][C:5]1[CH:10]=[CH:9][C:8]([S:11][CH2:12][CH2:13][CH2:14][CH2:15][O:16][C:17]2[C:18]([N+:30]([O-:32])=[O:31])=[CH:19][C:20]3[NH:25][C:24](=[O:26])[O:23][C:22]([CH3:28])([CH3:27])[C:21]=3[CH:29]=2)=[CH:7][CH:6]=1)(=[O:3])[CH3:2].[OH:33]O>>[C:1]([NH:4][C:5]1[CH:6]=[CH:7][C:8]([S:11]([CH2:12][CH2:13][CH2:14][CH2:15][O:16][C:17]2[C:18]([N+:30]([O-:32])=[O:31])=[CH:19][C:20]3[NH:25][C:24](=[O:26])[O:23][C:22]([CH3:28])([CH3:27])[C:21]=3[CH:29]=2)=[O:33])=[CH:9][CH:10]=1)(=[O:3])[CH3:2]. Starting materials: C(C)(=O)NC1=CC=C(C=C1)SCCCCOC=1C(=CC2=C(C(OC(N2)=O)(C)C)C1)[N+](=O)[O-] (6-[4-(4-acetamido-phenylmercapto)-butoxy]-7-nitro-4,4-dimethyl-4H-3,1-benzoxazin-2-one), OO (hydrogen peroxide). Reported procedure: Prepared analogously to Example 2 from 6-[4-(4-acetamido-phenylmercapto)-butoxy]-7-nitro-4,4-dimethyl-4H-3,1-benzoxazin-2-one and hydrogen peroxide. The reactants are Cl.Cl.N1(C=NC=C1)C=1C=C(C=CC1)NC(=N)N ([3-(1H-Imidazol-1-yl)phenyl]guanidine, dihydrochloride), CN(C=C(C(=O)C=1OC=CC1)C)C (3-dimethylamino-1-(2-furyl)-2-methyl-2-propen-1-one), [OH-].[Na+] (NaOH), ( 24 ). The solvent is C(CC)O (n-propanol). Yields the product O1C(=CC=C1)C1=NC(=NC=C1)NC1=CC(=CC=C1)N1C=NC=C1 (4-(2-furanyl)-N-[3-(1H-imidazol-1-yl)phenyl]-2-pyrimidinamine). Yield: 44.5%. Reaction SMILES: Cl.Cl.[N:3]1([C:8]2[CH:9]=[C:10]([NH:14][C:15]([NH2:17])=[NH:16])[CH:11]=[CH:12][CH:13]=2)[CH:7]=[CH:6][N:5]=[CH:4]1.CN(C)[CH:20]=[C:21](C)[C:22]([C:24]1[O:25][CH:26]=[CH:27][CH:28]=1)=O.[OH-].[Na+]>C(O)CC>[O:25]1[CH:26]=[CH:27][CH:28]=[C:24]1[C:22]1[CH:21]=[CH:20][N:17]=[C:15]([NH:14][C:10]2[CH:11]=[CH:12][CH:13]=[C:8]([N:3]3[CH:7]=[CH:6][N:5]=[CH:4]3)[CH:9]=2)[N:16]=1 |f:0.1.2,4.5|. Reported procedure: Two and 73 hundredths grams of [3-(1H-imidazol-1-yl)phenyl]guanidine, dihydrochloride (2) from Example 1, 1.6 grams of 3-dimethylamino-1-(2-furyl)-2-methyl-2-propen-1-one, 25 ml of n-propanol and 2 equivalents (2 ml) of 10N NaOH at pH=11 is refluxed for twenty-four (24) hours. The products are isolated by quenching the reaction mixture including any precipitated solids into water followed by filtration. These filtered solids are re-suspended in water to remove inorganic salts, filtered and air d... The reactants are ClC1=CC=C(C=C1)C12CNCC2C1 (1-p-chlorophenyl-3-azabicyclo[3.1.0]hexane), C([O-])([O-])=O.[Na+].[Na+] (sodium carbonate), [N+](=O)([O-])C1=CC=C(C(=O)Cl)C=C1 (p-nitrobenzoyl chloride). The solvent is C1=CC=CC=C1 (benzene), O (water), C1=CC=CC=C1 (benzene). Conditions: time 8 hour. Yields the product [N+](=O)([O-])C1=CC=C(C(=O)N2CC3(CC3C2)C2=CC=C(C=C2)Cl)C=C1 (3-p-Nitrobenzoyl-1-(p-chlorophenyl)-3-azabicyclo[3.1.0]hexane). As a reaction SMILES: [Cl:1][C:2]1[CH:7]=[CH:6][C:5]([C:8]23[CH2:13][CH:12]2[CH2:11][NH:10][CH2:9]3)=[CH:4][CH:3]=1.C(=O)([O-])[O-].[Na+].[Na+].[N+:20]([C:23]1[CH:31]=[CH:30][C:26]([C:27](Cl)=[O:28])=[CH:25][CH:24]=1)([O-:22])=[O:21]>C1C=CC=CC=1.O>[N+:20]([C:23]1[CH:24]=[CH:25][C:26]([C:27]([N:10]2[CH2:11][CH:12]3[C:8]([C:5]4[CH:4]=[CH:3][C:2]([Cl:1])=[CH:7][CH:6]=4)([CH2:13]3)[CH2:9]2)=[O:28])=[CH:30][CH:31]=1)([O-:22])=[O:21] |f:1.2.3|. Procedure details: A 19.35 g. portion of 1-p-chlorophenyl-3-azabicyclo[3.1.0]hexane is dissolved in 150 ml. of benzene. A 10.59 g. portion of sodium carbonate in 100 ml. of water is added with stirring. An 18.45 g. portion of p-nitrobenzoyl chloride in 100 ml. of benzene is added slowly to the rapidly stirred mixture. The mixtue is stirred for 1 hour and then allowed to stand overnight at room temperature. The product is recovered by filtration, washed successively with dilute sodium carbonate, 0.5N hydrochloric a... Reactants: N([C@@H](CC1=CC=C(C=C1)O)C(=O)N[C@@H](CO)C(=O)N[C@@H](CC(C)C)C(=O)N[C@@H](CO)C(=O)OC)C(=O)OCC1=CC=CC=C1 (Z-Tyr-Ser-Leu-Ser-OCH3), NN.O (NH2NH2.H2O). Run in CO (methanol). Conditions: time 18 hour. Product: N([C@@H](CC1=CC=C(C=C1)O)C(=O)N[C@@H](CO)C(=O)N[C@@H](CC(C)C)C(=O)N[C@@H](CO)C(=O)NN)C(=O)OCC1=CC=CC=C1 (Z-Tyr-Ser-Leu-Ser-NHNH2). As a reaction SMILES: [NH:1]([C:35]([O:37][CH2:38][C:39]1[CH:44]=[CH:43][CH:42]=[CH:41][CH:40]=1)=[O:36])[C@H:2]([C:11]([NH:13][C@H:14]([C:17]([NH:19][C@H:20]([C:25]([NH:27][C@H:28]([C:31](OC)=[O:32])[CH2:29][OH:30])=[O:26])[CH2:21][CH:22]([CH3:24])[CH3:23])=[O:18])[CH2:15][OH:16])=[O:12])[CH2:3][C:4]1[CH:9]=[CH:8][C:7](O)=[CH:6][CH:5]=1.[NH2:45][NH2:46].[OH2:47]>CO>[NH:1]([C:35]([O:37][CH2:38][C:39]1[CH:40]=[CH:41][CH:42]=[CH:43][CH:44]=1)=[O:36])[C@H:2]([C:11]([NH:13][C@H:14]([C:17]([NH:19][C@H:20]([C:25]([NH:27][C@H:28]([C:29]([NH:45][NH2:46])=[O:30])[CH2:31][OH:32])=[O:26])[CH2:21][CH:22]([CH3:24])[CH3:23])=[O:18])[CH2:15][OH:16])=[O:12])[CH2:3][C:4]1[CH:9]=[CH:8][C:7]([OH:47])=[CH:6][CH:5]=1 |f:1.2|. Procedure: 1.00 Gram of Z-Tyr-Ser-Leu-Ser-OCH3 was dissolved in methanol, then under ice-cooled condition, 0.82 ml of 100%-NH2NH2.H2O was added thereto and the mixture was allowed to stand at a room temperature for 18 hours. Methanol was removed by distillation under a reduced pressure, the residue was solidified by adding ethyl ether, then washed with water to remove an excess of NH2NH2.H2O, reprecipitated from methanol-ether, washed with a hot methanol to obtain 0.81 g of the desired product.